Dataset: the Open Reaction Database (ORD), a public repository of structured organic reaction records. Task: describe an organic reaction: reactants, conditions, products, and yield Reactants: C=CC(=O)Cl, CCOCC, CCOC(C)=O, Nc1cccc([N+](=O)[O-])c1, [Na+], [OH-], O. Yields the product C=CC(=O)Nc1cccc([N+](=O)[O-])c1. As a reaction SMILES: [C:16]([CH:17]=[CH2:18])(=[O:19])[Cl:20].[CH3:11][CH2:12][O:13][CH2:14][CH3:15].[CH3:24][CH2:25][O:26][C:27](=[O:28])[CH3:29].[N+:1](=[O:2])([O-:3])[c:4]1[cH:5][c:6]([NH2:7])[cH:8][cH:9][cH:10]1.[Na+:22].[OH-:21].[OH2:23]>>[N+:1](=[O:2])([O-:3])[c:4]1[cH:5][c:6]([NH:7][C:16]([CH:17]=[CH2:18])=[O:19])[cH:8][cH:9][cH:10]1. Reactants: COc1ccc(C(=O)C(Br)c2ccc(OC)cc2)cc1, CCO, [Na+], N#C[S-]. Yields the product COc1ccc(C(=O)C(N=C=S)c2ccc(OC)cc2)cc1. RXN SMILES: [Br:1][CH:2]([C:3](=[O:4])[c:5]1[cH:6][cH:7][c:8]([O:11][CH3:12])[cH:9][cH:10]1)[c:13]1[cH:14][cH:15][c:16]([O:19][CH3:20])[cH:17][cH:18]1.[CH3:25][CH2:26][OH:27].[Na+:21].[S-:22][C:23]#[N:24]>>[CH:2]([C:3](=[O:4])[c:5]1[cH:6][cH:7][c:8]([O:11][CH3:12])[cH:9][cH:10]1)([c:13]1[cH:14][cH:15][c:16]([O:19][CH3:20])[cH:17][cH:18]1)[N:24]=[C:23]=[S:22]. The reactants are C(C)(C)(C)OC(NC1=C(C=C(C=C1)Cl)NC(CC(=O)C1=CC(=CC=C1)C=1C=NC(=CC1)OC)=O)=O ((4-chloro-2-{3-[3-(6-methoxy-pyridin-3-yl)-phenyl]-3-oxo-propionylamino}-phenyl)-carbamic acid tert-butyl ester), C(=O)(C(F)(F)F)O (TFA). Solvent: C(Cl)Cl (CH2Cl2). The product is COC1=CC=C(C=N1)C=1C=C(C=CC1)C1=NC2=C(NC(C1)=O)C=C(C=C2)C(F)(F)F (4-[3-(6-Methoxy-pyridin-3-yl)-phenyl]-8-trifluoromethyl-1,3-dihydro-benzo[b][1,4]diazepin-2-one), solid. Reaction SMILES: C(OC(=O)[NH:7][C:8]1[CH:13]=[CH:12][C:11](Cl)=[CH:10][C:9]=1[NH:15][C:16](=[O:34])[CH2:17][C:18]([C:20]1[CH:25]=[CH:24][CH:23]=[C:22]([C:26]2[CH:27]=[N:28][C:29]([O:32][CH3:33])=[CH:30][CH:31]=2)[CH:21]=1)=O)(C)(C)C.C(O)([C:38]([F:41])([F:40])[F:39])=O>C(Cl)Cl>[CH3:33][O:32][C:29]1[N:28]=[CH:27][C:26]([C:22]2[CH:21]=[C:20]([C:18]3[CH2:17][C:16](=[O:34])[NH:15][C:9]4[CH:10]=[C:11]([C:38]([F:41])([F:40])[F:39])[CH:12]=[CH:13][C:8]=4[N:7]=3)[CH:25]=[CH:24][CH:23]=2)=[CH:31][CH:30]=1. Reported procedure: The title compound was prepared from (4-chloro-2-{3-[3-(6-methoxy-pyridin-3-yl)-phenyl]-3-oxo-propionylamino}-phenyl)-carbamic acid tert-butyl ester (Example M46) (270 mg, 0.54 mmol) by treatment with TFA in CH2Cl2 according to the general procedure N. Obtained as an off-white solid (79 mg). Starting materials: [H][H] (Hydrogen), ClC1=C(CC#N)C=C(C(=C1)F)[N+](=O)[O-] (2-chloro-4-fluoro-5-nitrobenzyl cyanide), [H][H] (hydrogen). The reagents and catalysts are [Ni] (Raney nickel). Run in C(C)O (ethanol). Yields the product NC=1C(=CC(=C(CC#N)C1)Cl)F (5-Amino-2-chloro-4-fluorobenzyl cyanide). As a reaction SMILES: [H][H].[Cl:3][C:4]1[CH:12]=[C:11]([F:13])[C:10]([N+:14]([O-])=O)=[CH:9][C:5]=1[CH2:6][C:7]#[N:8]>[Ni].C(O)C>[NH2:14][C:10]1[C:11]([F:13])=[CH:12][C:4]([Cl:3])=[C:5]([CH:9]=1)[CH2:6][C:7]#[N:8]. Procedure details: Hydrogen is injected at 25°-30° C., under normal pressure, into a mixture consisting of 8.9 g of 2-chloro-4-fluoro-5-nitrobenzyl cyanide, 1 g of Raney nickel in 90 ml of absolute ethanol, until the stoichiometric amount of hydrogen has been absorbed. After completion of the absorption of hydrogen, the reaction mixture is filtered and the alkaline filtrate is concentrated by evaporation. The residue consists of 7.5 g of 5-amino-2-chloro-4-fluorobenzyl cyanide having a melting point of 85°-86° C. Starting materials: N1C=NC=C1 (imidazole), [Si](C)(C)(C(C)(C)C)Cl (t-butyldimethylsilyl chloride), CN(C=O)C (dimethylformamide), OC1C(OCC1)=O (3-hydroxydihydrofuran-2-(3H)-one). As a reaction SMILES: N1C=CN=C1.[Si:6](Cl)([C:9]([CH3:12])([CH3:11])[CH3:10])([CH3:8])[CH3:7].CN(C)C=O.[OH:19][CH:20]1[CH2:24][CH2:23][O:22][C:21]1=[O:25]>C(OCC)(=O)C>[Si:6]([O:19][CH:20]1[CH2:24][CH2:23][O:22][C:21]1=[O:25])([C:9]([CH3:12])([CH3:11])[CH3:10])([CH3:8])[CH3:7]. Conditions: time 1 hour. Product: [Si](C)(C)(C(C)(C)C)OC1C(OCC1)=O (3-((t-butyl(dimethyl)silyl)oxy)dihydrofuran-2 (3H)-one). Solvent: C(C)(=O)OCC (ethyl acetate). Reported procedure: 9.0 g of imidazole and 15.9 g of t-butyldimethylsilyl chloride were added in order to a dimethylformamide (180 ml) solution of 9.0 g of 3-hydroxydihydrofuran-2-(3H)-one, and the reaction liquid was stirred for 1 hour at room temperature. The reaction liquid was diluted with ethyl acetate, washed with water, and dried with anhydrous sodium sulfate. The solvent was evaporated away under reduced pressure, and the resulting residue was purified through silica gel column chromatography (developing so... The reactants are CC(C)C(=O)Cl, CCOC(C)=O, CCN(C(C)C)C(C)C, ClCCl, COC(=O)c1ccc2c(c1)CC(C)(C)C(c1ccc(Cl)c(N)c1)N2. Product: COC(=O)c1ccc2c(c1)CC(C)(C)C(c1ccc(Cl)c(NC(=O)C(C)C)c1)N2. As a reaction SMILES: [C:34]([CH:35]([CH3:36])[CH3:37])(=[O:38])[Cl:39].[CH3:40][CH2:41][O:42][C:43](=[O:44])[CH3:45].[CH:25]([N:26]([CH2:27][CH3:28])[CH:29]([CH3:30])[CH3:31])([CH3:32])[CH3:33].[Cl:46][CH2:47][Cl:48].[NH2:1][c:2]1[cH:3][c:4]([CH:9]2[NH:10][c:11]3[cH:12][cH:13][c:14]([C:21](=[O:22])[O:23][CH3:24])[cH:15][c:16]3[CH2:17][C:18]2([CH3:19])[CH3:20])[cH:5][cH:6][c:7]1[Cl:8]>>[NH:1]([c:2]1[cH:3][c:4]([CH:9]2[NH:10][c:11]3[cH:12][cH:13][c:14]([C:21](=[O:22])[O:23][CH3:24])[cH:15][c:16]3[CH2:17][C:18]2([CH3:19])[CH3:20])[cH:5][cH:6][c:7]1[Cl:8])[C:34]([CH:35]([CH3:36])[CH3:37])=[O:38]. The reactants are F[B-](F)(F)F, CCN(C(C)C)C(C)C, Cc1onc(-c2ccc(F)cn2)c1COc1ccc(C(=O)O)nn1, CC(C)(N)CO, CN(C)C=O, O, CN(C)C(On1nnc2ccccc21)=[N+](C)C. The product is Cc1onc(-c2ccc(F)cn2)c1COc1ccc(C(=O)NC(C)(C)CO)nn1. RXN SMILES: [B-:25]([F:26])([F:27])([F:28])[F:29].[CH:47]([N:48]([CH2:49][CH3:50])[CH:51]([CH3:52])[CH3:53])([CH3:54])[CH3:55].[F:1][c:2]1[cH:3][cH:4][c:5](-[c:8]2[n:9][o:10][c:11]([CH3:24])[c:12]2[CH2:13][O:14][c:15]2[cH:16][cH:17][c:18]([C:21](=[O:22])[OH:23])[n:19][n:20]2)[n:6][cH:7]1.[NH2:56][C:57]([CH2:58][OH:59])([CH3:60])[CH3:61].[O:62]=[CH:63][N:64]([CH3:65])[CH3:66].[OH2:67].[n:30]1([O:31][C:32]([N:33]([CH3:34])[CH3:35])=[N+:36]([CH3:37])[CH3:38])[c:39]2[cH:40][cH:41][cH:42][cH:43][c:44]2[n:45][n:46]1>>[F:1][c:2]1[cH:3][cH:4][c:5](-[c:8]2[n:9][o:10][c:11]([CH3:24])[c:12]2[CH2:13][O:14][c:15]2[cH:16][cH:17][c:18]([C:21](=[O:23])[NH:56][C:57]([CH2:58][OH:59])([CH3:60])[CH3:61])[n:19][n:20]2)[n:6][cH:7]1. Reactants: CCO, O=C(O)C1(C(=O)O)CC=C(c2c(-c3ccccc3)[nH]c3ccccc23)CC1. Yields the product O=C(O)C1(C(=O)O)CCC(c2c(-c3ccccc3)[nH]c3ccccc23)CC1. RXN SMILES: [CH3:28][CH2:29][OH:30].[c:1]1(-[c:7]2[nH:8][c:9]3[cH:10][cH:11][cH:12][cH:13][c:14]3[c:15]2[C:16]2=[CH:17][CH2:18][C:19]([C:22](=[O:23])[OH:24])([C:25](=[O:26])[OH:27])[CH2:20][CH2:21]2)[cH:2][cH:3][cH:4][cH:5][cH:6]1>>[c:1]1(-[c:7]2[nH:8][c:9]3[cH:10][cH:11][cH:12][cH:13][c:14]3[c:15]2[CH:16]2[CH2:17][CH2:18][C:19]([C:22](=[O:23])[OH:24])([C:25](=[O:26])[OH:27])[CH2:20][CH2:21]2)[cH:2][cH:3][cH:4][cH:5][cH:6]1. Reported procedure: Using the above procedure 2-(4-pyridyl)ethyl chloride is reacted with methyl 2-mercaptoacetate to yield methyl 2-[2-(4-pyridyl)ethylthio]acetate. Reaction SMILES: [N:1]1[CH:6]=[CH:5][C:4]([CH2:7][CH2:8]Cl)=[CH:3][CH:2]=1.[SH:10][CH2:11][C:12]([O:14][CH3:15])=[O:13]>>[N:1]1[CH:6]=[CH:5][C:4]([CH2:7][CH2:8][S:10][CH2:11][C:12]([O:14][CH3:15])=[O:13])=[CH:3][CH:2]=1. Product: N1=CC=C(C=C1)CCSCC(=O)OC (methyl 2-[2-(4-pyridyl)ethylthio]acetate). The reactants are N1=CC=C(C=C1)CCCl (2-(4-pyridyl)ethyl chloride), SCC(=O)OC (methyl 2-mercaptoacetate).